Dataset: the Open Reaction Database (ORD), a public repository of structured organic reaction records. Task: describe an organic reaction: reactants, conditions, products, and yield Reported procedure: To a solution of (E)-{4-[2-(2-tert-butoxycarbonylamino-phenylcarbamoyl)-vinyl]-phenyl}-hydroxy-acetic acid methyl ester (10.0 g, 23.5 mmol) in THF (100 mL) was added aqueous lithium hydroxide (1 M, 47 mL). After stirring at room temperature for 1 h, the pH was adjusted to 3 by addition of 0.5 N HCl. The resulting mixture was extracted with ethyl acetate (100 mL×2). The combined organics were washed with brine, dried over Na2SO4, and concentrated to afford the crude product as a pale-green solid ... Run at time 1 hour. Isolated yield 101.1%. Run in C1CCOC1 (THF). Reactants: COC(C(O)C1=CC=C(C=C1)\C=C\C(NC1=C(C=CC=C1)NC(=O)OC(C)(C)C)=O)=O ((E)-{4-[2-(2-tert-butoxycarbonylamino-phenylcarbamoyl)-vinyl]-phenyl}-hydroxy-acetic acid methyl ester), [OH-].[Li+] (lithium hydroxide), Cl (HCl). Yields the product C(C)(C)(C)OC(=O)NC1=C(C=CC=C1)NC(=O)/C=C/C1=CC=C(C=C1)C(C(=O)O)O ((E)-{4-[2-(2-tert-Butoxycarbonylamino-phenylcarbamoyl)-vinyl]-phenyl}-hydroxy-acetic acid). RXN SMILES: C[O:2][C:3](=[O:31])[CH:4]([C:6]1[CH:11]=[CH:10][C:9](/[CH:12]=[CH:13]/[C:14](=[O:30])[NH:15][C:16]2[CH:21]=[CH:20][CH:19]=[CH:18][C:17]=2[NH:22][C:23]([O:25][C:26]([CH3:29])([CH3:28])[CH3:27])=[O:24])=[CH:8][CH:7]=1)[OH:5].[OH-].[Li+].Cl>C1COCC1>[C:26]([O:25][C:23]([NH:22][C:17]1[CH:18]=[CH:19][CH:20]=[CH:21][C:16]=1[NH:15][C:14](/[CH:13]=[CH:12]/[C:9]1[CH:8]=[CH:7][C:6]([CH:4]([OH:5])[C:3]([OH:31])=[O:2])=[CH:11][CH:10]=1)=[O:30])=[O:24])([CH3:29])([CH3:27])[CH3:28] |f:1.2|.